This data is from the Open Reaction Database (ORD), a public repository of structured organic reaction records. The task is: describe an organic reaction: reactants, conditions, products, and yield Reactants: C1N2CN3CN1CN(C2)C3 (hexamethylenetetramine), BrCC1=CC=C(C=C1)OC(F)(F)F (α-bromo-4-trifluoromethoxytoluene), BrC(C1=CC=C(C=C1)OC(F)(F)F)Br (α,α-dibromo-4-trifluoromethoxytoluene). Solvent: C(C)O (ethanol), O (water). The product is FC(OC1=CC=C(C=O)C=C1)(F)F (p-Trifluoromethoxybenzaldehyde). RXN SMILES: C1N2CN3CN(C2)CN1C3.Br[CH2:12][C:13]1[CH:18]=[CH:17][C:16]([O:19][C:20]([F:23])([F:22])[F:21])=[CH:15][CH:14]=1.BrC(Br)C1C=CC([O:32]C(F)(F)F)=CC=1>C(O)C.O>[F:21][C:20]([F:23])([F:22])[O:19][C:16]1[CH:17]=[CH:18][C:13]([CH:12]=[O:32])=[CH:14][CH:15]=1. Procedure: To a solution of hexamethylenetetramine (300 g; 2.14 mole) in ethanol (900 ml) and water (600 ml) a mixture of α-bromo-4-trifluoromethoxytoluene and α,α-dibromo-4-trifluoromethoxytoluene (300 g; 1.11 mole; 76:24 mixture) is added. The reaction mixture is stirred and heated at reflux for 3 hours under a nitrogen atmosphere, and then stirred overnight at room temperature. Starting materials: Cl.CN(CCCN=C=NCC)C (1-(3-Dimethylaminopropyl)-3-ethylcarbodiimide hydrochloride), C(=O)(O)CCCOC1=C(C=C2C(=NC=NC2=C1)NC1=C(C=C(C=C1)Cl)F)OC (7-(3carboxypropoxy)4-(4-chloro-2-fluoroanilino)-6-methoxyquinazoline), N1CCOCC1 (morpholine). Reagents/catalysts: CN(C1=CC=NC=C1)C (4-dimethylaminopyridine). The solvent is CN(C)C=O (DMF). Conditions: time 24 hour. Yields the product ClC1=CC(=C(NC2=NC=NC3=CC(=C(C=C23)OC)OCCCC(=O)N2CCOCC2)C=C1)F (4-(4-chloro-2-fluoroanilino)-6-methoxy-7-(3-morpholinocarbonylpropoxy)quinazoline). The yield is 46.3%. As a reaction SMILES: Cl.CN(C)CCCN=C=NCC.[C:13]([CH2:16][CH2:17][CH2:18][O:19][C:20]1[CH:29]=[C:28]2[C:23]([C:24]([NH:30][C:31]3[CH:36]=[CH:35][C:34]([Cl:37])=[CH:33][C:32]=3[F:38])=[N:25][CH:26]=[N:27]2)=[CH:22][C:21]=1[O:39][CH3:40])(O)=[O:14].[NH:41]1[CH2:46][CH2:45][O:44][CH2:43][CH2:42]1>CN(C)C1C=CN=CC=1.CN(C=O)C>[Cl:37][C:34]1[CH:35]=[CH:36][C:31]([NH:30][C:24]2[C:23]3[C:28](=[CH:29][C:20]([O:19][CH2:18][CH2:17][CH2:16][C:13]([N:41]4[CH2:46][CH2:45][O:44][CH2:43][CH2:42]4)=[O:14])=[C:21]([O:39][CH3:40])[CH:22]=3)[N:27]=[CH:26][N:25]=2)=[C:32]([F:38])[CH:33]=1 |f:0.1|. Procedure: 1-(3-Dimethylaminopropyl)-3-ethylcarbodiimide hydrochloride (94 mg, 4.9 mmol) was added to a mixture of 7-(3carboxypropoxy)4-(4-chloro-2-fluoroanilino)-6-methoxyquinazoline (164 mg, 0.4 mmol), morpholine (0.11 g; 1.26 mmol) and 4-dimethylaminopyridine (200 mg, 1.64 mmol) in DMF (5 ml). The reaction mixture was stirred at ambient temperature for 24 hours and the volatiles were removed by evaporation. Water was added to the residue and the aqueous mixture was extracted with methylene chloride (3×3... Reactants: CO, ClCCl, O=C(Nc1cc(-c2cccs2)ccc1[N+](=O)[O-])c1ccc(-c2nnn[nH]2)cc1. The product is Nc1ccc(-c2cccs2)cc1NC(=O)c1ccc(-c2nnn[nH]2)cc1. Reaction SMILES: [CH3:29][OH:30].[Cl:31][CH2:32][Cl:33].[N+:1]([O-:2])(=[O:3])[c:4]1[c:5]([NH:15][C:16]([c:17]2[cH:18][cH:19][c:20](-[c:23]3[n:24][n:25][n:26][nH:27]3)[cH:21][cH:22]2)=[O:28])[cH:6][c:7](-[c:10]2[s:11][cH:12][cH:13][cH:14]2)[cH:8][cH:9]1>>[NH2:1][c:4]1[c:5]([NH:15][C:16]([c:17]2[cH:18][cH:19][c:20](-[c:23]3[n:24][n:25][n:26][nH:27]3)[cH:21][cH:22]2)=[O:28])[cH:6][c:7](-[c:10]2[s:11][cH:12][cH:13][cH:14]2)[cH:8][cH:9]1.